This data is from the Open Reaction Database (ORD), a public repository of structured organic reaction records. The task is: describe an organic reaction: reactants, conditions, products, and yield Starting materials: C(C)OC(C1=CC=C(CC(C(=O)OC)C(=O)OC)C=C1)OCC (Dimethyl 2-(4-(diethoxymethyl)benzyl)malonate), [H-].[Na+] (NaH), CCOCC (Et2O), CSC1=CC=C(CCl)C=C1 (4-(methylthio)benzyl chloride). The solvent is CN(C)C=O (DMF). Run at temperature 0 celsius, time 1 hour. Product: C(C)OC(C1=CC=C(CC(C(=O)OC)(C(=O)OC)CC2=CC=C(C=C2)SC)C=C1)OCC (Dimethyl 2-(4-(diethoxymethyl)benzyl)-2-(4-(methylthio) benzyl)malonate). Yield: 94.7%. As a reaction SMILES: [CH2:1]([O:3][CH:4]([O:21][CH2:22][CH3:23])[C:5]1[CH:20]=[CH:19][C:8]([CH2:9][CH:10]([C:15]([O:17][CH3:18])=[O:16])[C:11]([O:13][CH3:14])=[O:12])=[CH:7][CH:6]=1)[CH3:2].[H-].[Na+].[CH3:26][S:27][C:28]1[CH:35]=[CH:34][C:31]([CH2:32]Cl)=[CH:30][CH:29]=1.CCOCC>CN(C=O)C>[CH2:22]([O:21][CH:4]([O:3][CH2:1][CH3:2])[C:5]1[CH:6]=[CH:7][C:8]([CH2:9][C:10]([CH2:32][C:31]2[CH:34]=[CH:35][C:28]([S:27][CH3:26])=[CH:29][CH:30]=2)([C:15]([O:17][CH3:18])=[O:16])[C:11]([O:13][CH3:14])=[O:12])=[CH:19][CH:20]=1)[CH3:23] |f:1.2|. Procedure details: To a solution of the product from Step 1 (1.42 g, 4.4 mmol) in DMF (14 mL) at 0° C. was added NaH (131 mg, 80% in mineral oil). After 1 h. 4-(methylthio)benzyl chloride (0.64 mL, 4.4 mmol) was added and the mixture was stirred a further 2 h at 0° C. Following a standard aqueous/Et2O work-up, the crude was purified by flash column (1:20 EtOAc/toluene) to give a colorless oil (1.92 g). Reactants: NC1=C(C=C(C=C1OCC(F)(F)F)C1(CCCC1)C(=O)OCC)Br (ethyl 1-(4-amino-3-bromo-5-(2,2,2-trifluoroethoxy)phenyl)cyclopentanecarboxylate), FC(C1=CC=C(C=C1)B(O)O)(F)F (4-trifluoromethylphenylboronic acid), [F-].[Cs+] (CsF), CCOC(=O)C (EtOAc). The reagents and catalysts are C=1C=CC(=CC1)[P](C=2C=CC=CC2)(C=3C=CC=CC3)[Pd]([P](C=4C=CC=CC4)(C=5C=CC=CC5)C=6C=CC=CC6)([P](C=7C=CC=CC7)(C=8C=CC=CC8)C=9C=CC=CC9)[P](C=1C=CC=CC1)(C=1C=CC=CC1)C=1C=CC=CC1 (Pd(PPh3)4). The solvent is COCCOC (1,2-dimethoxy ethane), O (water). Product: NC1=C(C=C(C=C1C1=CC=C(C=C1)C(F)(F)F)C1(CCCC1)C(=O)OCC)OCC(F)(F)F (ethyl 1-(6-amino-5-(2,2,2-trifluoroethoxy)-4′-(trifluoromethyl)biphenyl-3-yl)cyclopentanecarboxylate). The yield is 69.1%. Reaction SMILES: [NH2:1][C:2]1[C:7]([O:8][CH2:9][C:10]([F:13])([F:12])[F:11])=[CH:6][C:5]([C:14]2([C:19]([O:21][CH2:22][CH3:23])=[O:20])[CH2:18][CH2:17][CH2:16][CH2:15]2)=[CH:4][C:3]=1Br.[F:25][C:26]([F:37])([F:36])[C:27]1[CH:32]=[CH:31][C:30](B(O)O)=[CH:29][CH:28]=1.[F-].[Cs+].CCOC(C)=O>COCCOC.C1C=CC([P]([Pd]([P](C2C=CC=CC=2)(C2C=CC=CC=2)C2C=CC=CC=2)([P](C2C=CC=CC=2)(C2C=CC=CC=2)C2C=CC=CC=2)[P](C2C=CC=CC=2)(C2C=CC=CC=2)C2C=CC=CC=2)(C2C=CC=CC=2)C2C=CC=CC=2)=CC=1.O>[NH2:1][C:2]1[C:3]([C:30]2[CH:31]=[CH:32][C:27]([C:26]([F:37])([F:36])[F:25])=[CH:28][CH:29]=2)=[CH:4][C:5]([C:14]2([C:19]([O:21][CH2:22][CH3:23])=[O:20])[CH2:18][CH2:17][CH2:16][CH2:15]2)=[CH:6][C:7]=1[O:8][CH2:9][C:10]([F:13])([F:12])[F:11] |f:2.3,^1:55,57,76,95|. Procedure: A mixture of ethyl 1-(4-amino-3-bromo-5-(2,2,2-trifluoroethoxy)phenyl)cyclopentanecarboxylate (5.1 g, 14 mmol), 4-trifluoromethylphenylboronic acid (3.36 g, 17 mmol), CsF (0.28 g, 1.84 mmol) and Pd(PPh3)4 (0.410 g, 0.4 mmol) in 75 mL anhydrous 1,2-dimethoxy ethane was refluxed for 8 h under argon. The reaction mixture was cooled, and 75 mL of EtOAc and 75 mL of water were added. The organic phase was separated, dried over Na2SO4, filtered and concentrated under reduced pressure to yellow oil. Th... Starting materials: CC(C)(C)OC(=O)NC1(C(N)=O)CC1, C1CCOC1, COc1ccc(P2(=S)SP(=S)(c3ccc(OC)cc3)S2)cc1. Product: CC(C)(C)OC(=O)NC1(C(N)=S)CC1. RXN SMILES: [C:1]([CH3:2])([CH3:3])([CH3:4])[O:5][C:6]([NH:7][C:8]1([C:11]([NH2:12])=[O:13])[CH2:9][CH2:10]1)=[O:14].[CH2:37]1[O:38][CH2:39][CH2:40][CH2:41]1.[CH3:15][O:16][c:17]1[cH:18][cH:19][c:20]([P:21]2(=[S:24])[S:22][P:23]([c:25]3[cH:26][cH:27][c:28]([O:29][CH3:30])[cH:31][cH:32]3)(=[S:33])[S:34]2)[cH:35][cH:36]1>>[C:1]([CH3:2])([CH3:3])([CH3:4])[O:5][C:6]([NH:7][C:8]1([C:11]([NH2:12])=[S:24])[CH2:9][CH2:10]1)=[O:14]. Reactants: ester, ester, C(CCC)C=1N(C(=CN1)C=O)CC1=C(C=C(C=C1)C(=O)OCC)Cl (2-n-butyl-1-(4-carboethoxy-2-chlorobenzyl)imidazole-5-aldehyde), N1CCCCC1 (piperidine), C1(=CC=CC=C1)C (toluene), C1(=CC=CC=C1)C (toluene). Product: diester, CC(CC)N1CN(C(=C1)/C=C(/C(=O)O)\CC1=CC=CC=C1)CC1=C(C=C(C=C1)C(=O)O)Cl ((E)-3-2-n-Butyl-1-{(4-carboxy-2-chlorophenyl)methyl}-1H-imidazol-5-yl-2-benzyl-2-propenoic Acid). Reaction SMILES: C([C:5]1[N:6]([CH2:12][C:13]2[CH:18]=[CH:17][C:16]([C:19]([O:21]CC)=[O:20])=[CH:15][C:14]=2[Cl:24])[C:7]([CH:10]=O)=[CH:8][N:9]=1)CCC.N1[CH2:30][CH2:29][CH2:28][CH2:27]C1.[C:31]1([CH3:37])[CH:36]=[CH:35][CH:34]=[CH:33][CH:32]=1>>[CH3:30][CH:29]([N:9]1[CH:8]=[C:7](/[CH:10]=[C:16](\[CH2:37][C:31]2[CH:36]=[CH:35][CH:34]=[CH:33][CH:32]=2)/[C:19]([OH:21])=[O:20])[N:6]([CH2:12][C:13]2[CH:18]=[CH:17][C:16]([C:19]([OH:21])=[O:20])=[CH:15][C:14]=2[Cl:24])[CH2:5]1)[CH2:28][CH3:27]. Reported procedure: A solution of this half-acid half-ester in toluene is added to a refluxing solution of 2-n-butyl-1-(4-carboethoxy-2-chlorobenzyl)imidazole-5-aldehyde and piperidine in toluene. Twice at 1 hour intervals an additional amounts of the half-acid, half-ester is added, and the solution is then refluxed for 17 hours. Evaporation of the toluene and chromatography of the residue over silica gel using 2:3 ethyl acetate-hexane for elution gives the diester of the title product. This diester is hydrolyzed i...